This data is from the Open Reaction Database (ORD), a public repository of structured organic reaction records. The task is: describe an organic reaction: reactants, conditions, products, and yield The reactants are NC[C@H]1N(CCC[C@H]1C)C(=O)C1=C(C=CC(=C1)C)C1=NC=CC=N1 (((2S,3R)-2-(aminomethyl)-3-methylpiperidin-1-yl)(5-methyl-2-(pyrimidin-2-yl)phenyl)methanone), BrC1=NC=C(C=C1F)F (2-bromo-3,5-difluoropyridine). Yields the product FC=1C(=NC=C(C1)F)NC[C@H]1N(CCC[C@H]1C)C(=O)C1=C(C=CC(=C1)C)C1=NC=CC=N1 (((2S,3R)-2-(((3,5-Difluoropyridin-2-yl)amino)methyl)-3-methylpiperidin-1-yl)(5-methyl-2-(pyrimidin-2-yl)phenyl)methanone). As a reaction SMILES: [NH2:1][CH2:2][C@@H:3]1[C@H:8]([CH3:9])[CH2:7][CH2:6][CH2:5][N:4]1[C:10]([C:12]1[CH:17]=[C:16]([CH3:18])[CH:15]=[CH:14][C:13]=1[C:19]1[N:24]=[CH:23][CH:22]=[CH:21][N:20]=1)=[O:11].Br[C:26]1[C:31]([F:32])=[CH:30][C:29]([F:33])=[CH:28][N:27]=1>>[F:32][C:31]1[C:26]([NH:1][CH2:2][C@@H:3]2[C@H:8]([CH3:9])[CH2:7][CH2:6][CH2:5][N:4]2[C:10]([C:12]2[CH:17]=[C:16]([CH3:18])[CH:15]=[CH:14][C:13]=2[C:19]2[N:20]=[CH:21][CH:22]=[CH:23][N:24]=2)=[O:11])=[N:27][CH:28]=[C:29]([F:33])[CH:30]=1. Reported procedure: The title compound was prepared following the same general protocol as described for Example A44 using ((2S,3R)-2-(aminomethyl)-3-methylpiperidin-1-yl)(5-methyl-2-(pyrimidin-2-yl)phenyl)methanone and 2-bromo-3,5-difluoropyridine. MS (ESI) 438 (M+H). Reported procedure: 2-phenoxy-1-phenylethanol or 2-phenoxy-2-phenyl ethanol The reactants are O(C1=CC=CC=C1)CC(O)C1=CC=CC=C1 (2-phenoxy-1-phenylethanol), O(C1=CC=CC=C1)C(CO)C1=CC=CC=C1 (2-phenoxy-2-phenyl ethanol). RXN SMILES: [O:1]([CH2:8][CH:9]([C:11]1[CH:16]=[CH:15][CH:14]=[CH:13][CH:12]=1)[OH:10])[C:2]1[CH:7]=[CH:6][CH:5]=[CH:4][CH:3]=1.[O:17](C(C1C=CC=CC=1)CO)[C:18]1C=CC=CC=1>>[OH:17][CH2:18][C:7]1[CH:6]=[CH:5][CH:4]=[CH:3][C:2]=1[O:1][CH2:8][CH:9]([C:11]1[CH:12]=[CH:13][CH:14]=[CH:15][CH:16]=1)[OH:10]. Yields the product OCC1=C(OCC(O)C2=CC=CC=C2)C=CC=C1 (2-(o-hydroxymethylphenoxy)-1-phenylethanol). Reactants: COc1ccc(C2=CCC(C)(C)CC2)c(N)c1, ClCCNCCCl, Clc1ccccc1Cl, Cl. Product: COc1ccc(C2=CCC(C)(C)CC2)c(N2CCNCC2)c1. Reaction SMILES: [CH3:1][C:2]1([CH3:17])[CH2:3][CH:4]=[C:5]([c:8]2[c:9]([NH2:16])[cH:10][c:11]([O:14][CH3:15])[cH:12][cH:13]2)[CH2:6][CH2:7]1.[Cl:19][CH2:20][CH2:21][NH:22][CH2:23][CH2:24][Cl:25].[Cl:26][c:27]1[c:28]([Cl:29])[cH:30][cH:31][cH:32][cH:33]1.[ClH:18]>>[CH3:1][C:2]1([CH3:17])[CH2:3][CH:4]=[C:5]([c:8]2[c:9]([N:16]3[CH2:20][CH2:21][NH:22][CH2:23][CH2:24]3)[cH:10][c:11]([O:14][CH3:15])[cH:12][cH:13]2)[CH2:6][CH2:7]1. Reactants: FC(S(=O)(=O)OC1=CC(=C(C=C1)C=1N=NC(=CC1)N(C1CC(NC(C1)(C)C)(C)C)C)OC)(F)F (3-methoxy-4-(6-(methyl(2,2,6,6-tetramethylpiperidin-4-yl)amino)pyridazin-3-yl)phenyl trifluoromethanesulfonate), N1N=CC(=C1)B(O)O (1H-pyrazole-4-boronic acid), P(=O)([O-])([O-])[O-].[K+].[K+].[K+] (potassium phosphate), COC=1C=CC=C(C1C=2C=CC=CC2P(C3CCCCC3)C4CCCCC4)OC (SPhos). The reagents and catalysts are C=1C=CC(=CC1)/C=C/C(=O)/C=C/C2=CC=CC=C2.C=1C=CC(=CC1)/C=C/C(=O)/C=C/C2=CC=CC=C2.C=1C=CC(=CC1)/C=C/C(=O)/C=C/C2=CC=CC=C2.[Pd].[Pd] (Pd2(dba)3). Run in O (H2O), O1CCOCC1 (1,4-dioxane). Reaction conditions: temperature 100 celsius. Product: COC1=C(C=CC(=C1)C=1C=NNC1)C1=CC=C(N=N1)N(C1CC(NC(C1)(C)C)(C)C)C (6-(2-methoxy-4-(1H-pyrazol-4-yl)phenyl)-N-methyl-N-(2,2,6,6-tetramethylpiperidin-4-yl)pyridazin-3-amine). Reaction SMILES: FC(F)(F)S(O[C:7]1[CH:12]=[CH:11][C:10]([C:13]2[N:14]=[N:15][C:16]([N:19]([CH3:30])[CH:20]3[CH2:25][C:24]([CH3:27])([CH3:26])[NH:23][C:22]([CH3:29])([CH3:28])[CH2:21]3)=[CH:17][CH:18]=2)=[C:9]([O:31][CH3:32])[CH:8]=1)(=O)=O.[NH:35]1[CH:39]=[C:38](B(O)O)[CH:37]=[N:36]1.P([O-])([O-])([O-])=O.[K+].[K+].[K+].COC1C=CC=C(OC)C=1C1C=CC=CC=1P(C1CCCCC1)C1CCCCC1>C1C=CC(/C=C/C(/C=C/C2C=CC=CC=2)=O)=CC=1.C1C=CC(/C=C/C(/C=C/C2C=CC=CC=2)=O)=CC=1.C1C=CC(/C=C/C(/C=C/C2C=CC=CC=2)=O)=CC=1.[Pd].[Pd].O.O1CCOCC1>[CH3:32][O:31][C:9]1[CH:8]=[C:7]([C:38]2[CH:39]=[N:35][NH:36][CH:37]=2)[CH:12]=[CH:11][C:10]=1[C:13]1[N:14]=[N:15][C:16]([N:19]([CH3:30])[CH:20]2[CH2:21][C:22]([CH3:29])([CH3:28])[NH:23][C:24]([CH3:26])([CH3:27])[CH2:25]2)=[CH:17][CH:18]=1 |f:2.3.4.5,7.8.9.10.11|. Procedure: To a microwave vial was added 3-methoxy-4-(6-(methyl(2,2,6,6-tetramethylpiperidin-4-yl)amino)pyridazin-3-yl)phenyl trifluoromethanesulfonate (60 mg, 0.12 mmol), 1H-pyrazole-4-boronic acid (25.5 mg, 0.13 mmol), potassium phosphate (76 mg, 0.36 mmol), Pd2(dba)3 (6 mg, 5.9 umol), and SPhos (5 mg, 0.012 mmol), followed by addition of 1,4-dioxane (1 mL)/H2O (0.2 mL). The vial was purged with N2 for 10 minutes and the reaction mixture was heated at 100° C. in the microwave for one hour. The reaction m... The reactants are CCCC[SnH](CCCC)CCCC, CCOCCl, [Li]CCCC, CCOCC, CC(C)NC(C)C, [Cl-], [NH4+], C1CCOC1. The product is CCCC[Sn](CCCC)(CCCC)COCC. Reaction SMILES: [CH2:13]([CH2:14][CH2:15][CH3:16])[SnH:17]([CH2:18][CH2:19][CH2:20][CH3:21])[CH2:22][CH2:23][CH2:24][CH3:25].[CH2:26]([CH3:27])[O:28][CH2:29][Cl:30].[CH2:8]([Li:9])[CH2:10][CH2:11][CH3:12].[CH3:33][CH2:34][O:35][CH2:36][CH3:37].[CH:1]([NH:2][CH:3]([CH3:4])[CH3:5])([CH3:6])[CH3:7].[Cl-:31].[NH4+:32].[O:38]1[CH2:39][CH2:40][CH2:41][CH2:42]1>>[CH2:13]([CH2:14][CH2:15][CH3:16])[Sn:17]([CH2:18][CH2:19][CH2:20][CH3:21])([CH2:22][CH2:23][CH2:24][CH3:25])[CH2:29][O:28][CH2:26][CH3:27]. The reactants are ClC1=CC=C2C(=C1)NC(C21C(N(C(CC1C1=C(C=CC(=C1)F)C)=O)CC(=O)O)C1=CC(=CC=C1)Cl)=O (racemic (2′S,3S,4′R)-6-chloro-2′-(3-chlorophenyl)-4′-(5-fluoro-2-methyl-phenyl)-1′-hydroxycarbonylmethyl-spiro[3H-indole-3,3′-piperidine]-2,6′(1H)-dione), Cl.CN (Methylamine hydrochloride), CCN=C=NCCCN(C)C.Cl (EDC.HCl), C=1C=CC2=C(C1)N=NN2O (HOBt), CCN(C(C)C)C(C)C (DIPEA). Solvent: CN(C)C=O (DMF). Reaction conditions: time 8 hour. The product is ClC1=CC=C2C(=C1)NC(C21C(N(C(CC1C1=C(C=CC(=C1)F)C)=O)CC(=O)NC)C1=CC(=CC=C1)Cl)=O (racemic (2′S,3S,4′R)-6-chloro-2′-(3-chlorophenyl)-4′-(5-fluoro-2-methyl-phenyl)-1′-(methylamino-carbonyl-methyl)spiro[3H-indole-3,3′-piperidine]-2,6′(1H)-dione). As a reaction SMILES: [Cl:1][C:2]1[CH:7]=[C:6]2[NH:8][C:9](=[O:36])[C:10]3([CH:15]([C:16]4[CH:21]=[C:20]([F:22])[CH:19]=[CH:18][C:17]=4[CH3:23])[CH2:14][C:13](=[O:24])[N:12]([CH2:25][C:26]([OH:28])=O)[CH:11]3[C:29]3[CH:34]=[CH:33][CH:32]=[C:31]([Cl:35])[CH:30]=3)[C:5]2=[CH:4][CH:3]=1.Cl.CN.C[CH2:41][N:42]=C=NCCCN(C)C.Cl.C1C=CC2N(O)N=NC=2C=1.CCN(C(C)C)C(C)C>CN(C=O)C>[Cl:1][C:2]1[CH:7]=[C:6]2[NH:8][C:9](=[O:36])[C:10]3([CH:15]([C:16]4[CH:21]=[C:20]([F:22])[CH:19]=[CH:18][C:17]=4[CH3:23])[CH2:14][C:13](=[O:24])[N:12]([CH2:25][C:26]([NH:42][CH3:41])=[O:28])[CH:11]3[C:29]3[CH:34]=[CH:33][CH:32]=[C:31]([Cl:35])[CH:30]=3)[C:5]2=[CH:4][CH:3]=1 |f:1.2,3.4|. Procedure: The mixture of racemic (2′S,3S,4′R)-6-chloro-2′-(3-chlorophenyl)-4′-(5-fluoro-2-methyl-phenyl)-1′-hydroxycarbonylmethyl-spiro[3H-indole-3,3′-piperidine]-2,6′(1H)-dione (70 mg, 0.13 mmol) prepared in example 146d, Methylamine hydrochloride (11 mg, 0.16 mmol), EDC.HCl (31 mg, 0.16 mmol), HOBt (22 mg, 0.16 mmol) and DIPEA (69 mg, 0.533 mmol) in DMF (2 mL) was stirred at room temperature for overnight. The crude was then purified with Prep-HPLC to give racemic (2′S,3S,4′R)-6-chloro-2′-(3-chloropheny... The reactants are C(C)(=O)N1C(CC2=CC(=CC=C12)NS(=O)(=O)C1=CC=CC=C1)=O (1-acetyl-5-phenylsulphonylamino-2-indolinone), C(C)(=O)OC(C)=O (acetic anhydride), CCOC(C1=CC=CC=C1)(OCC)OCC (triethyl orthobenzoate). Product: C(C)(=O)N1C(C(C2=CC(=CC=C12)N(S(=O)(=O)C1=CC=CC=C1)C(C)=O)=C(C1=CC=CC=C1)OCC)=O (1-acetyl-3-(1-ethoxy-1-phenyl-methylidene)-5-(N-acetyl-N-phenylsulphonyl-amino)-2-indolinone). As a reaction SMILES: [C:1]([N:4]1[C:12]2[C:7](=[CH:8][C:9]([NH:13][S:14]([C:17]3[CH:22]=[CH:21][CH:20]=[CH:19][CH:18]=3)(=[O:16])=[O:15])=[CH:10][CH:11]=2)[CH2:6][C:5]1=[O:23])(=[O:3])[CH3:2].[CH3:24][CH2:25][O:26][C:27](OCC)(OCC)[C:28]1[CH:33]=[CH:32][CH:31]=[CH:30][CH:29]=1.[C:40](OC(=O)C)(=[O:42])[CH3:41]>>[C:1]([N:4]1[C:12]2[C:7](=[CH:8][C:9]([N:13]([C:40](=[O:42])[CH3:41])[S:14]([C:17]3[CH:18]=[CH:19][CH:20]=[CH:21][CH:22]=3)(=[O:16])=[O:15])=[CH:10][CH:11]=2)[C:6](=[C:27]([O:26][CH2:25][CH3:24])[C:28]2[CH:33]=[CH:32][CH:31]=[CH:30][CH:29]=2)[C:5]1=[O:23])(=[O:3])[CH3:2]. Reported procedure: 8.0 g (24.2 mmol) of 1-acetyl-5-phenylsulphonylamino-2-indolinone are dissolved in 150 ml of acetic anhydride and after the addition of 20 ml (88.1 mmol) of triethyl orthobenzoate refluxed for 6 hours. The solvent is distilled off, the residue is triturated with ether, suction filtered and dried.